From a dataset of the Open Reaction Database (ORD), a public repository of structured organic reaction records. describe an organic reaction: reactants, conditions, products, and yield The reactants are C(Cl)Cl.CCOCC.CO (DCM ether MeOH), FC1=NC(=C2N=CNC2=N1)NCC1=NC=CC=C1C (2-fluoro-N-(3-methylpyridin-2-yl)methyl-9H-purin-6-amine), BrC(C)C (2-bromopropane), C(=O)([O-])[O-].[K+].[K+] (K2CO3). Solvent: CN(C=O)C (dimethylformamide). Reaction conditions: time 24 hour. Yields the product FC1=NC(=C2N=CN(C2=N1)C(C)C)NCC1=NC=CC=C1C (2-Fluoro-9-isopropyl-N-((3-methylpyridin-2-yl)methyl)-9H-purin-6-amine). Reaction SMILES: [F:1][C:2]1[N:10]=[C:9]2[C:5]([N:6]=[CH:7][NH:8]2)=[C:4]([NH:11][CH2:12][C:13]2[C:18]([CH3:19])=[CH:17][CH:16]=[CH:15][N:14]=2)[N:3]=1.C([O-])([O-])=O.[K+].[K+].Br[CH:27]([CH3:29])[CH3:28].C(Cl)Cl.CCOCC.CO>CN(C)C=O>[F:1][C:2]1[N:10]=[C:9]2[C:5]([N:6]=[CH:7][N:8]2[CH:27]([CH3:29])[CH3:28])=[C:4]([NH:11][CH2:12][C:13]2[C:18]([CH3:19])=[CH:17][CH:16]=[CH:15][N:14]=2)[N:3]=1 |f:1.2.3,5.6.7|. Procedure: To a stirred solution of 2-fluoro-N-(3-methylpyridin-2-yl)methyl-9H-purin-6-amine (0.3 g, 1.17 mmol) in dimethylformamide (10 ml) at room temperature under an argon atmosphere, was added powdered, anhydrous K2CO3 (0.8 g, 5 eq, 5.85 mmol), followed by 2-bromopropane (1.15 ml, 11.7 mmol). The reaction mixture was stirred at room temperature for 24 h, when DCM:ether:MeOH (55:40:5), indicated that the reaction had gone to completion. The solvent was evaporated in vacuo and the residue partitioned be... The reactants are CCOC(=O)C(C)(C)Br, C=CCS, CCO, [K+], [OH-]. Yields the product C=CCSC(C)(C)C(=O)OCC. RXN SMILES: [Br:1][C:2]([C:3](=[O:4])[O:5][CH2:6][CH3:7])([CH3:8])[CH3:9].[CH2:10]([CH:11]=[CH2:12])[SH:13].[CH2:16]([OH:17])[CH3:18].[K+:15].[OH-:14]>>[C:2]([C:3](=[O:4])[O:5][CH2:6][CH3:7])([CH3:8])([CH3:9])[S:13][CH2:10][CH:11]=[CH2:12]. Starting materials: NC=1C(=CC=CC1)C (o-toluidine), C([O-])([O-])=O.[Na+].[Na+] (sodium carbonate), BrCCCCBr (1,4-dibromobutane). The solvent is O (water), CO (methanol). Run at temperature 50 celsius, time 8 hour. Product: C1(=C(C=CC=C1)N1CCCC1)C (1-o-Tolyl-pyrrolidine). The yield is 41.1%. As a reaction SMILES: [NH2:1][C:2]1[C:3]([CH3:8])=[CH:4][CH:5]=[CH:6][CH:7]=1.C(=O)([O-])[O-].[Na+].[Na+].Br[CH2:16][CH2:17][CH2:18][CH2:19]Br>CO.O>[C:3]1([CH3:8])[CH:4]=[CH:5][CH:6]=[CH:7][C:2]=1[N:1]1[CH2:19][CH2:18][CH2:17][CH2:16]1 |f:1.2.3|. Reported procedure: To a solution of o-toluidine (2.0 g; 18.7 mmol) in methanol (62 mL) was added sodium carbonate (4.95 g; 46.75 mmol) followed by 1,4-dibromobutane (4.85 g; 22.4 mmol). The resulting mixture was stirred at 50° C. under a nitrogen atmosphere overnight and then diluted with water and extracted with ethyl acetate. The organic layer was dried over magnesium sulfate, filtered, and concentrated under reduced pressure. The crude residue was purified by automated silica gel column chromatography (Biotage®... As a reaction SMILES: [CH3:1][C:2]([CH3:3])([CH3:4])[c:5]1[c:6]([OH:23])[c:7]([C:19]([CH3:20])([CH3:21])[CH3:22])[cH:8][c:9]([S:11][c:12]2[s:13][c:14]([S:17][CH3:18])[n:15][n:16]2)[cH:10]1.[CH3:36][C:37](=[O:38])[OH:39].[Na+:24].[Na+:25].[OH:26][B-:27]1([OH:35])[O:28][O:29][B-:30]([OH:31])([OH:32])[O:33][O:34]1>>[CH3:1][C:2]([CH3:3])([CH3:4])[c:5]1[c:6]([OH:23])[c:7]([C:19]([CH3:20])([CH3:21])[CH3:22])[cH:8][c:9]([S:11][c:12]2[s:13][c:14]([S:17]([CH3:18])=[O:26])[n:15][n:16]2)[cH:10]1. Starting materials: CSc1nnc(Sc2cc(C(C)(C)C)c(O)c(C(C)(C)C)c2)s1, CC(=O)O, [Na+], [Na+], O[B-]1(O)OO[B-](O)(O)OO1. Product: CS(=O)c1nnc(Sc2cc(C(C)(C)C)c(O)c(C(C)(C)C)c2)s1. The reactants are COc1ccc2c(c1)CCC1C2CCC2(C)C(=O)CCC12, CCO, Cl, NNS(=O)(=O)c1ccccc1. The product is COc1ccc2c(c1)CCC1C2CCC2(C)C(=NNS(=O)(=O)c3ccccc3)CCC12. As a reaction SMILES: [CH3:1][O:2][c:3]1[cH:4][c:5]2[c:18]([cH:19][cH:20]1)[CH:17]1[CH:8]([CH2:7][CH2:6]2)[CH:9]2[CH2:10][CH2:11][C:12](=[O:21])[C:13]2([CH3:14])[CH2:15][CH2:16]1.[CH3:34][CH2:35][OH:36].[ClH:33].[c:22]1([S:28](=[O:29])(=[O:30])[NH:31][NH2:32])[cH:23][cH:24][cH:25][cH:26][cH:27]1>>[CH3:1][O:2][c:3]1[cH:4][c:5]2[c:18]([cH:19][cH:20]1)[CH:17]1[CH:8]([CH2:7][CH2:6]2)[CH:9]2[CH2:10][CH2:11][C:12](=[N:32][NH:31][S:28]([c:22]3[cH:23][cH:24][cH:25][cH:26][cH:27]3)(=[O:29])=[O:30])[C:13]2([CH3:14])[CH2:15][CH2:16]1.